Dataset: the Open Reaction Database (ORD), a public repository of structured organic reaction records. Task: describe an organic reaction: reactants, conditions, products, and yield Starting materials: S(=O)(=O)([O-])C1=CC=C(C)C=C1.CC=1SC2=C([N+]1C)C=CC=C2 (2,3-dimethylbenzothiazolium tosylate), C1=CC=C(C(=C1)C=O)O (salicylic aldehyde), N1CCCCC1 (piperidine). Solvent: C(C)O (ethanol). Run at time 1 hour. Yields the product CN1C2(SC3=C1C=CC=C3)OC3=C(C(C2)C=C2SC1=C(N2C)C=CC=C1)C=CC=C3 (3,4-Dihydro-3'-methyl-4-(3-methyl-2-benzothiazolinylidenemethyl)spiro[2H-1-benzopyran-2,2'-benzothiazoline]). Reaction SMILES: [S:1]([C:5]1[CH:11]=[CH:10][C:8](C)=[CH:7][CH:6]=1)([O-])(=O)=O.[CH3:12][C:13]1[S:14][C:15]2[CH:22]=[CH:21][CH:20]=[CH:19][C:16]=2[N+:17]=1[CH3:18].[CH:23]1[CH:28]=[C:27]([CH:29]=O)[C:26]([OH:31])=[CH:25][CH:24]=1.[NH:32]1[CH2:37]CC[CH2:34][CH2:33]1>C(O)C>[CH3:18][N:17]1[C:16]2[CH:19]=[CH:20][CH:21]=[CH:22][C:15]=2[S:14][C:13]21[CH2:12][CH:29]([CH:34]=[C:33]1[N:32]([CH3:37])[C:11]3[CH:10]=[CH:8][CH:7]=[CH:6][C:5]=3[S:1]1)[C:27]1[CH:28]=[CH:23][CH:24]=[CH:25][C:26]=1[O:31]2 |f:0.1|. Reported procedure: 40.2 g of 2,3-dimethylbenzothiazolium tosylate and 7.32 g of salicylic aldehyde were mixed in 1200 ml of ethanol; to this mixture were added 12 ml of piperidine with stirring. Stirring was continued for 1 hour at room temperature. A precipitate was formed which was filtered out and washed with ethanol.